From a dataset of the Open Reaction Database (ORD), a public repository of structured organic reaction records. describe an organic reaction: reactants, conditions, products, and yield Reactants: CO, CCOc1cc(C)c(NCCO)cc1[N+](=O)[O-]. Product: CCOc1cc(C)c(NCCO)cc1N. As a reaction SMILES: [CH3:18][OH:19].[OH:1][CH2:2][CH2:3][NH:4][c:5]1[c:6]([CH3:17])[cH:7][c:8]([O:14][CH2:15][CH3:16])[c:9]([N+:11]([O-:12])=[O:13])[cH:10]1>>[OH:1][CH2:2][CH2:3][NH:4][c:5]1[c:6]([CH3:17])[cH:7][c:8]([O:14][CH2:15][CH3:16])[c:9]([NH2:11])[cH:10]1. Starting materials: COC(=O)CBr, Cc1cc2c(O)cccc2n1Cc1c(Cl)cccc1Cl. The product is COC(=O)COc1cccc2c1cc(C)n2Cc1c(Cl)cccc1Cl. As a reaction SMILES: [Br:21][CH2:22][C:23](=[O:24])[O:25][CH3:26].[Cl:1][c:2]1[c:3]([CH2:9][n:10]2[c:11]([CH3:20])[cH:12][c:13]3[c:14]([OH:19])[cH:15][cH:16][cH:17][c:18]23)[c:4]([Cl:8])[cH:5][cH:6][cH:7]1>>[Cl:1][c:2]1[c:3]([CH2:9][n:10]2[c:11]([CH3:20])[cH:12][c:13]3[c:14]([O:19][CH2:22][C:23](=[O:24])[O:25][CH3:26])[cH:15][cH:16][cH:17][c:18]23)[c:4]([Cl:8])[cH:5][cH:6][cH:7]1. Reactants: [Br-], COc1ccccc1C1=NC(C)(C)CO1, FC(F)(F)CCCCCCCCCCC[Mg+], C1CCOC1, O=Cc1ccccc1CCCCCCCCc1ccccc1. Product: CC1(C)COC(c2ccccc2CCCCCCCCCCCC(F)(F)F)=N1. Reaction SMILES: [Br-:23].[CH3:40][O:41][c:42]1[c:43]([C:48]2=[N:52][C:51]([CH3:53])([CH3:54])[CH2:50][O:49]2)[cH:44][cH:45][cH:46][cH:47]1.[F:24][C:25]([CH2:26][CH2:27][CH2:28][CH2:29][CH2:30][CH2:31][CH2:32][CH2:33][CH2:34][CH2:35][CH2:36][Mg+:37])([F:38])[F:39].[O:55]1[CH2:56][CH2:57][CH2:58][CH2:59]1.[c:1]1([CH2:2][CH2:3][CH2:4][CH2:5][CH2:6][CH2:7][CH2:8][CH2:9][c:10]2[cH:11][cH:12][cH:13][cH:14][c:15]2[CH:16]=[O:17])[cH:18][cH:19][cH:20][cH:21][cH:22]1>>[F:24][C:25]([CH2:26][CH2:27][CH2:28][CH2:29][CH2:30][CH2:31][CH2:32][CH2:33][CH2:34][CH2:35][CH2:36][c:42]1[c:43]([C:48]2=[N:52][C:51]([CH3:53])([CH3:54])[CH2:50][O:49]2)[cH:44][cH:45][cH:46][cH:47]1)([F:38])[F:39]. Starting materials: N1=CC=CC=C1 (pyridine), ClC1=C(C=CC(=C1)Cl)CNO (N-(2,4-dichlorophenylmethyl)hydroxylamine), ClC1=C(C=CC(=C1)Cl)CNO (N-(2,4-dichlorophenylmethyl)hydroxylamine), solution, CC(C(=O)Cl)(C(=O)Cl)C (dimethylmalonylchloride). Run in C(Cl)Cl (methylene chloride), C(Cl)Cl (methylene chloride). Conditions: temperature 0 celsius, time 2 hour. Product: ClC1=C(C=CC(=C1)Cl)CN1OC(C(C1=O)(C)C)=O (2-[(2,4-Dichlorophenyl)methyl]-4,4-dimethylisoxazolidine-3,5-dione). Isolated yield 45.0%. RXN SMILES: N1C=CC=CC=1.[CH3:7][C:8]([CH3:15])([C:12](Cl)=[O:13])[C:9](Cl)=[O:10].[Cl:16][C:17]1[CH:22]=[C:21]([Cl:23])[CH:20]=[CH:19][C:18]=1[CH2:24][NH:25][OH:26]>C(Cl)Cl>[Cl:16][C:17]1[CH:22]=[C:21]([Cl:23])[CH:20]=[CH:19][C:18]=1[CH2:24][N:25]1[C:9](=[O:10])[C:8]([CH3:15])([CH3:7])[C:12](=[O:13])[O:26]1. Procedure details: Seventy-five ml of methylene chloride and 9.6 ml (0.12 mole) of pyridine were placed in a flask under argon and cooled to 0° C. To this solution 8.4 grams (0.05 mole) dimethylmalonylchloride in 20 ml methylene chloride was added dropwise with stirring. This mixture was cooled to -70° C. and 9.6 g (0.05 mole) of N-(2,4-dichlorophenylmethyl)hydroxylamine (Intermediate E) was added in a single portion, and the temperature rose to 35° C. Stirring was continued for two hours at -10° C., and at ambien... The reactants are solution, [OH-].[Na+] (sodium hydroxide), C12CCCCC2O1 (7-oxabicyclo[4.1.0]heptane), C(CCC)NCCCC (dibutylamine), solution, C(C)[Al](CC)CC (triethyl-aluminium). Solvent: ClCCl (dichloromethane), CCCCCC (hexane). Reaction conditions: time 30 minute. Yields the product C(CCC)N(CCCC)[C@H]1[C@@H](CCCC1)O (trans-2-(N,N-dibutylamino)-cyclohexanol). Yield: 76.9%. Reaction SMILES: [CH2:1]([NH:5][CH2:6][CH2:7][CH2:8][CH3:9])[CH2:2][CH2:3][CH3:4].C([Al](CC)CC)C.[CH:17]12[O:23][CH:22]1[CH2:21][CH2:20][CH2:19][CH2:18]2.[OH-].[Na+]>ClCCl.CCCCCC>[CH2:1]([N:5]([C@@H:21]1[CH2:20][CH2:19][CH2:18][CH2:17][C@H:22]1[OH:23])[CH2:6][CH2:7][CH2:8][CH3:9])[CH2:2][CH2:3][CH3:4] |f:3.4|. Procedure details: A! A solution of 43 ml (0.25 mole) of dibutylamine in 770 ml of dichloromethane was added with a 0.91M solution of 280 ml (0.025 mole) of triethyl-aluminium in hexane, at 0° C. under argo, and the resultant reaction mixture was stirred for 30 minutes at room temperature, then dropwise added with 25.8 ml (0.25 mole) of 7-oxabicyclo[4.1.0]heptane, and stirred overnight. A 6M solution of 200 ml (1.2 moles) of sodium hydroxide was added very slowly, and the mixture was stirred for 2 hours at room te... The reactants are FCC(=O)Cl (fluoroacetyl chloride), COCC[C@H]1CN(CCN1)C1=NC2=C(NC=3SC(=NC13)C(F)(F)F)C=CC=C2 ((S)-10-[3-(2-Methoxy-ethyl)-piperazin-1-yl]-2-trifluoromethyl-4H-3-thia-1,4,9-triaza-benzo[f]azulene), C(C)(C)N(CC)C(C)C (diisopropylethylamine). Run in ClCCl (dichloromethane), ClCCl (dichloromethane). Conditions: temperature 0 celsius, time 3 hour. Yields the product FCC(=O)N1[C@H](CN(CC1)C1=NC2=C(NC=3SC(=NC13)C(F)(F)F)C=CC=C2)CCOC ((S)-2-Fluoro-1-[2-(2-methoxy-ethyl)-4-(2-trifluoromethyl-4H-3-thia-1,4,9-triaza-benzo[f]azulen-10-yl)-piperazin-1-yl]-ethanone). As a reaction SMILES: [F:1][CH2:2][C:3](Cl)=[O:4].[CH3:6][O:7][CH2:8][CH2:9][C@@H:10]1[NH:15][CH2:14][CH2:13][N:12]([C:16]2[C:25]3[N:24]=[C:23]([C:26]([F:29])([F:28])[F:27])[S:22][C:21]=3[NH:20][C:19]3[CH:30]=[CH:31][CH:32]=[CH:33][C:18]=3[N:17]=2)[CH2:11]1.C(N(C(C)C)CC)(C)C>ClCCl>[F:1][CH2:2][C:3]([N:15]1[CH2:14][CH2:13][N:12]([C:16]2[C:25]3[N:24]=[C:23]([C:26]([F:28])([F:29])[F:27])[S:22][C:21]=3[NH:20][C:19]3[CH:30]=[CH:31][CH:32]=[CH:33][C:18]=3[N:17]=2)[CH2:11][C@@H:10]1[CH2:9][CH2:8][O:7][CH3:6])=[O:4]. Procedure details: Add a solution of fluoroacetyl chloride (0.133 g, 1.38 mmol) in anhydrous dichloromethane (1-2 mL) dropwise to a 0° C. solution of (S)-10-[3-(2-Methoxy-ethyl)-piperazin-1-yl]-2-trifluoromethyl-4H-3-thia-1,4,9-triaza-benzo[f]azulene (0.283 g, 0.688 mmol) and diisopropylethylamine (0.240 mL, 1.38 mmol) in anhydrous dichloromethane, and stir at 0° C. for 3 hours. Concentrate the reaction under reduced pressure to afford an oil. Purify the oil by flash chromatography, eluting with a gradient of a so...